The task is: describe an organic reaction: reactants, conditions, products, and yield. This data is from the Open Reaction Database (ORD), a public repository of structured organic reaction records. The reactants are N1CCC2(CC1)CSC1=C(O2)C2=CC=CC=C2C(C1=O)=O (spiro[naphtho[1,2-b][1,4]oxathiine-2,4′-piperidine]-5,6-dione), ClC=1C=C(C(=O)Cl)C=CC1Cl (3,4-dichlorobenzoyl chloride). Yields the product ClC=1C=C(C(=O)N2CCC3(CC2)CSC2=C(O3)C3=CC=CC=C3C(C2=O)=O)C=CC1Cl (1′-(3,4-dichlorobenzoyl)spiro[naphtho[1,2-b][1,4]oxathiine-2,4′-piperidine]-5,6-dione). RXN SMILES: [NH:1]1[CH2:6][CH2:5][C:4]2([O:11][C:10]3[C:12]4[C:17]([C:18](=[O:21])[C:19](=[O:20])[C:9]=3[S:8][CH2:7]2)=[CH:16][CH:15]=[CH:14][CH:13]=4)[CH2:3][CH2:2]1.[Cl:22][C:23]1[CH:24]=[C:25]([CH:29]=[CH:30][C:31]=1[Cl:32])[C:26](Cl)=[O:27]>>[Cl:22][C:23]1[CH:24]=[C:25]([CH:29]=[CH:30][C:31]=1[Cl:32])[C:26]([N:1]1[CH2:2][CH2:3][C:4]2([O:11][C:10]3[C:12]4[C:17]([C:18](=[O:21])[C:19](=[O:20])[C:9]=3[S:8][CH2:7]2)=[CH:16][CH:15]=[CH:14][CH:13]=4)[CH2:5][CH2:6]1)=[O:27]. Reported procedure: Compound 53 was synthesized using spiro[naphtho[1,2-b][1,4]oxathiine-2,4′-piperidine]-5,6-dione, 3,4-dichlorobenzoyl chloride and conditions outlined in procedure N. M.p.=221° C.; 300 MHz 1H NMR (DMSO-d6) δ 7.89 (m, 2H), 7.74 (m, 3H), 7.58 (t, 1H), 7.46 (d, J=8.1 Hz, 1H), 4.40 (m, 1H), 3.56 (brm, 2H), 3.30 (m, 1H), 3.10 (s, 2H), 2.08 (m, 2H), 1.85 (m, 2H); LCMS: 474 [M+H].